From a dataset of the Open Reaction Database (ORD), a public repository of structured organic reaction records. describe an organic reaction: reactants, conditions, products, and yield Starting materials: ClC=1C(=NC(=C(N1)OC1=CC(=CC=C1)[N+](=O)[O-])C(C)(C)O)C(=O)N (3-chloro-6-(2-hydroxypropan-2-yl)-5-(3-nitrophenoxy)pyrazine-2-carboxamide), CN1CCN(CC1)C1=CC=C(N)C=C1 (4-(4-methylpiperazin-1-yl)aniline), FC(C(=O)O)(F)F (trifluoroacetic acid), CN1C(CCC1)=O (N-methylpyrrolidone). The solvent is O (water). Run at temperature 160 celsius. Product: CN1CCN(CC1)C1=CC=C(C=C1)NC=1C(=NC(=C(N1)OC1=CC(=CC=C1)[N+](=O)[O-])C(=C)C)C(=O)N (3-{[4-(4-methylpiperazin-1-yl)phenyl]amino}-5-(3-nitrophenoxy)-6-(prop-1-en-2-yl)pyrazine-2-carboxamide). Isolated yield 56.0%. As a reaction SMILES: Cl[C:2]1[C:3]([C:22]([NH2:24])=[O:23])=[N:4][C:5]([C:18](O)([CH3:20])[CH3:19])=[C:6]([O:8][C:9]2[CH:14]=[CH:13][CH:12]=[C:11]([N+:15]([O-:17])=[O:16])[CH:10]=2)[N:7]=1.[CH3:25][N:26]1[CH2:31][CH2:30][N:29]([C:32]2[CH:38]=[CH:37][C:35]([NH2:36])=[CH:34][CH:33]=2)[CH2:28][CH2:27]1.FC(F)(F)C(O)=O.CN1CCCC1=O>O>[CH3:25][N:26]1[CH2:27][CH2:28][N:29]([C:32]2[CH:38]=[CH:37][C:35]([NH:36][C:2]3[C:3]([C:22]([NH2:24])=[O:23])=[N:4][C:5]([C:18]([CH3:20])=[CH2:19])=[C:6]([O:8][C:9]4[CH:14]=[CH:13][CH:12]=[C:11]([N+:15]([O-:17])=[O:16])[CH:10]=4)[N:7]=3)=[CH:34][CH:33]=2)[CH2:30][CH2:31]1. Reported procedure: A mixture of 3-chloro-6-(2-hydroxypropan-2-yl)-5-(3-nitrophenoxy)pyrazine-2-carboxamide (1.48 g), 4-(4-methylpiperazin-1-yl)aniline (883 mg), trifluoroacetic acid (385 μL), and N-methylpyrrolidone (14.8 mL) was heated to 160° C. for 5 hours. To the reaction mixture were added water and a saturated aqueous sodium hydrogen carbonate solution, and the precipitated solid was collected by filtration and then dried. The obtained solid was purified by silica gel column chromatography (eluent; chlorofor... Starting materials: NC1=NC=2C=CC=NC2C2=C1N=C(N2CCCCN)CCCC (4-(4-Amino-2-butyl-1H-imidazo[4,5-c][1,5]naphthyridin-1-yl)butaneamine), ClCCl (dichloromethane), C(C)(C)N(C(C)C)CC (N,N-diisopropylethylamine), Cl.C(C1=CN=CC=C1)(=O)Cl (nicotinoyl chloride hydrochloride). The solvent is O1CCCC1 (tetrahydrofuran), CO (methanol). Conditions: time 1 hour. Product: NC1=NC=2C=CC=NC2C2=C1N=C(N2CCCCNC(C2=CN=CC=C2)=O)CCCC (N3-[4-(4-amino-2-butyl-1H-imidazo[4,5-c][1,5]naphthyridin-1-yl)butyl]nicotinamide). Reaction SMILES: [NH2:1][C:2]1[C:11]2[N:12]=[C:13]([CH2:20][CH2:21][CH2:22][CH3:23])[N:14]([CH2:15][CH2:16][CH2:17][CH2:18][NH2:19])[C:10]=2[C:9]2[N:8]=[CH:7][CH:6]=[CH:5][C:4]=2[N:3]=1.C(N(CC)C(C)C)(C)C.Cl.[C:34](Cl)(=[O:41])[C:35]1[CH:40]=[CH:39][CH:38]=[N:37][CH:36]=1.ClCCl>O1CCCC1.CO>[NH2:1][C:2]1[C:11]2[N:12]=[C:13]([CH2:20][CH2:21][CH2:22][CH3:23])[N:14]([CH2:15][CH2:16][CH2:17][CH2:18][NH:19][C:34](=[O:41])[C:35]3[CH:40]=[CH:39][CH:38]=[N:37][CH:36]=3)[C:10]=2[C:9]2[N:8]=[CH:7][CH:6]=[CH:5][C:4]=2[N:3]=1 |f:2.3|. Reported procedure: 4-(4-Amino-2-butyl-1H-imidazo[4,5-c][1,5]naphthyridin-1-yl)butaneamine (0.050 g, 0.16 mmol) was suspended in tetrahydrofuran (30 mL). N,N-diisopropylethylamine (28 μL, 0.16 mmol) was added to the suspension and then nicotinoyl chloride hydrochloride (0.028 g, 0.16 mmol) was added. The reaction mixture was stirred at ambient temperature for 1 hour by which time a solution was obtained. Thin layer chromatography (9:1 dichloromethane:methanol) showed one major new spot with a higher Rf and only a t... The reactants are COC(=O)c1sc2nc[nH]c(=O)c2c1C, CC#N, CCN(CC)C(=O)CCl, [K+], [K+], O=C([O-])[O-]. The product is CCN(CC)C(=O)Cn1cnc2sc(C(=O)OC)c(C)c2c1=O. RXN SMILES: [CH3:1][c:2]1[c:3]([C:12](=[O:13])[O:14][CH3:15])[s:4][c:5]2[n:6][cH:7][nH:8][c:9](=[O:11])[c:10]12.[CH3:31][C:32]#[N:33].[Cl:22][CH2:23][C:24](=[O:25])[N:26]([CH2:27][CH3:28])[CH2:29][CH3:30].[K+:16].[K+:17].[O-:18][C:19]([O-:20])=[O:21]>>[CH3:1][c:2]1[c:3]([C:12](=[O:13])[O:14][CH3:15])[s:4][c:5]2[n:6][cH:7][n:8]([CH2:23][C:24](=[O:25])[N:26]([CH2:27][CH3:28])[CH2:29][CH3:30])[c:9](=[O:11])[c:10]12.